The task is: describe an organic reaction: reactants, conditions, products, and yield. This data is from the Open Reaction Database (ORD), a public repository of structured organic reaction records. Starting materials: [OH-].[Na+] (sodium hydroxide), O1C(=NC=C1)C1=CN(C=2N=CN=C(C21)C=2C=C(C=CC2)NC(C(=C)C)=O)COCC[Si](C)(C)C (N-(3-(5-(oxazol-2-yl)-7-((2-(trimethylsilyl)ethoxy)methyl)-7H-pyrrolo[2,3-d]pyrimidin-4-yl)phenyl)methacrylamide), FC(C(=O)O)(F)F (trifluoroacetic acid), C(CN)N (ethane-1,2-diamine). Solvent: CO (methanol), ClCCl (dichloromethane). Conditions: temperature 50 celsius, time 1 hour. The product is O1C(=NC=C1)C1=CNC=2N=CN=C(C21)C=2C=C(C=CC2)NC(C(=C)C)=O (N-(3-(5-(oxazol-2-yl)-7H-pyrrolo[2,3-d]pyrimidin-4-yl)phenyl)methacrylamide). Reaction SMILES: [O:1]1[CH:5]=[CH:4][N:3]=[C:2]1[C:6]1[C:14]2[C:13]([C:15]3[CH:16]=[C:17]([NH:21][C:22](=[O:26])[C:23]([CH3:25])=[CH2:24])[CH:18]=[CH:19][CH:20]=3)=[N:12][CH:11]=[N:10][C:9]=2[N:8](COCC[Si](C)(C)C)[CH:7]=1.FC(F)(F)C(O)=O.C(N)CN.[OH-].[Na+]>ClCCl.CO>[O:1]1[CH:5]=[CH:4][N:3]=[C:2]1[C:6]1[C:14]2[C:13]([C:15]3[CH:16]=[C:17]([NH:21][C:22](=[O:26])[C:23]([CH3:25])=[CH2:24])[CH:18]=[CH:19][CH:20]=3)=[N:12][CH:11]=[N:10][C:9]=2[NH:8][CH:7]=1 |f:3.4|. Procedure: To N-(3-(5-(oxazol-2-yl)-7-((2-(trimethylsilyl)ethoxy)methyl)-7H-pyrrolo[2,3-d]pyrimidin-4-yl)phenyl)methacrylamide (140 mg, 0.295 mmol) was added portionwise, a solution of trifluoroacetic acid (3.4 g, 30 mmol) in dichloromethane (10 mL). The reaction was stirred for 1 hour at 50° C., then concentrated in vacuo. To this crude reaction mixture was added ethane-1,2-diamine (35 mg, 0.59 mmol), followed by portionwise addition of a solution of sodium hydroxide (82 mg, 2.1 mmol) in methanol (10 mL).... Reactants: Cl (HCl), O (water), CCOC(=O)C (EtOAc), COC(=O)C=1N=C(C2=CC(=CC=C2C1O)OC1=CC=CC=C1)Br (1-bromo-4-hydroxy-7-phenoxy-isoquinoline-3-carboxylic acid methyl ester), CN1C(CCC1)=O (N-methylpyrrolidone). Run at temperature 130 celsius, time 30 minute. The product is COC(=O)C=1N=C(C2=CC(=CC=C2C1O)OC1=CC=CC=C1)C#N (1-Cyano-4-hydroxy-7-phenoxy-isoquinoline-3-carboxylic acid methyl ester). The yield is 70.0%. As a reaction SMILES: [CH3:1][O:2][C:3]([C:5]1[N:6]=[C:7](Br)[C:8]2[C:13]([C:14]=1[OH:15])=[CH:12][CH:11]=[C:10]([O:16][C:17]1[CH:22]=[CH:21][CH:20]=[CH:19][CH:18]=1)[CH:9]=2)=[O:4].O.CCOC(C)=O.Cl.[CH3:32][N:33]1CCCC1=O>>[CH3:1][O:2][C:3]([C:5]1[N:6]=[C:7]([C:32]#[N:33])[C:8]2[C:13]([C:14]=1[OH:15])=[CH:12][CH:11]=[C:10]([O:16][C:17]1[CH:22]=[CH:21][CH:20]=[CH:19][CH:18]=1)[CH:9]=2)=[O:4]. Reported procedure: To a mixture of 1-bromo-4-hydroxy-7-phenoxy-isoquinoline-3-carboxylic acid methyl ester (2.0 g, 5.34 mmol) in 16.2 mL of N-methylpyrrolidone was heated in a 130° C. oil bath for 2 h. After cooled, the reaction mixture was poured into a mixture of 100 mL of water (containing 5% conc. NH4OH) and EtOAc (100 mL). It was vigorously stirred at room temperature for 30 min, then was acidified by conc. HCl solution until two phases became clear. Organic layer was washed with water, brine and dried over M... Starting materials: CCCCc1nc(C(F)(F)F)ccc1C=CC(=O)O, Cl, CC(N)c1ccc(NS(C)(=O)=O)c(F)c1. The product is CCCCc1nc(C(F)(F)F)ccc1C=CC(=O)NC(C)c1ccc(NS(C)(=O)=O)c(F)c1. As a reaction SMILES: [CH2:17]([CH2:18][CH2:19][CH3:20])[c:21]1[n:22][c:23]([C:32]([F:33])([F:34])[F:35])[cH:24][cH:25][c:26]1[CH:27]=[CH:28][C:29](=[O:30])[OH:31].[ClH:16].[NH2:1][CH:2]([CH3:3])[c:4]1[cH:5][c:6]([F:15])[c:7]([NH:10][S:11](=[O:12])(=[O:13])[CH3:14])[cH:8][cH:9]1>>[NH:1]([CH:2]([CH3:3])[c:4]1[cH:5][c:6]([F:15])[c:7]([NH:10][S:11](=[O:12])(=[O:13])[CH3:14])[cH:8][cH:9]1)[C:29]([CH:28]=[CH:27][c:26]1[c:21]([CH2:17][CH2:18][CH2:19][CH3:20])[n:22][c:23]([C:32]([F:33])([F:34])[F:35])[cH:24][cH:25]1)=[O:30]. Starting materials: CO, CCOC(=O)c1cc2cc([N+](=O)[O-])ccc2o1. Product: CCOC(=O)c1cc2cc(N)ccc2o1. RXN SMILES: [CH3:18][OH:19].[N+:1]([O-:2])(=[O:3])[c:4]1[cH:5][cH:6][c:7]2[c:8]([cH:9][c:10]([C:12](=[O:13])[O:14][CH2:15][CH3:16])[o:11]2)[cH:17]1>>[NH2:1][c:4]1[cH:5][cH:6][c:7]2[c:8]([cH:9][c:10]([C:12](=[O:13])[O:14][CH2:15][CH3:16])[o:11]2)[cH:17]1. The reactants are CC(C)(C)OC(=O)NCCCCCO, CS(=O)(=O)Cl, c1ccncc1. Reaction SMILES: [C:1]([CH3:2])([CH3:3])([CH3:4])[O:5][C:6](=[O:7])[NH:8][CH2:9][CH2:10][CH2:11][CH2:12][CH2:13][OH:14].[CH3:15][S:16]([Cl:17])(=[O:18])=[O:19].[cH:20]1[cH:21][cH:22][n:23][cH:24][cH:25]1>>[C:1]([CH3:2])([CH3:3])([CH3:4])[O:5][C:6](=[O:7])[NH:8][CH2:9][CH2:10][CH2:11][CH2:12][CH2:13][O:14][S:16]([CH3:15])(=[O:18])=[O:19]. Product: CC(C)(C)OC(=O)NCCCCCOS(C)(=O)=O. The reactants are S(O)(O)(=O)=O (sulphuric acid), C12C3=C(C(CC1)C2)C=CC=C3 (benzonorbornene), BrN1C(CCC1=O)=O (N-bromosuccinimide), C12C3=C(C(CC1)C2)C=CC=C3 (benzonorbornene). Solvent: O (water). Yields the product BrC1CC2C3=C(C1C2)C=CC=C3 (2-bromobenzonorbornene). The yield is 90.5%. As a reaction SMILES: [Br:1]N1C(=O)CCC1=O.[CH:9]12[CH2:15][CH:12]([CH2:13][CH2:14]1)[C:11]1[CH:16]=[CH:17][CH:18]=[CH:19][C:10]2=1.S(=O)(=O)(O)O>O>[Br:1][CH:14]1[CH:9]2[CH2:15][CH:12]([C:11]3[CH:16]=[CH:17][CH:18]=[CH:19][C:10]=32)[CH2:13]1. Reported procedure: 10 g of N-bromosuccinimide are added in small portions over approximately two hours to a mixture of 5 g of benzonorbornene, stirred into 10 cm3 of water and 10 cm3 of sulphuric acid and heated to a temperature between 50° C. and 55° C. The progress of the reaction is followed by gas phase chromatography. When the benzonorbornene has been completely converted, the reaction mixture, at room temperature, is extracted with methylene chloride. The organic phase is washed with sodium bicarbonate until... Reactants: [Br-], CC(C)(C)[O-], COC(=O)c1cc(C[P+](c2ccccc2)(c2ccccc2)c2ccccc2)cc(-c2ccccc2)c1, [Cl-], ClCCl, [K+], [NH4+], C1COCCOCCOCCOCCOCCO1, O=C(Cn1ccnc1)c1nccs1. Yields the product COC(=O)c1cc(C=C(Cn2ccnc2)c2nccs2)cc(-c2ccccc2)c1. As a reaction SMILES: [Br-:20].[CH3:1][C:2]([CH3:3])([O-:4])[CH3:5].[CH3:21][O:22][C:23](=[O:24])[c:25]1[cH:26][c:27]([CH2:28][P+:29]([c:30]2[cH:31][cH:32][cH:33][cH:34][cH:35]2)([c:36]2[cH:37][cH:38][cH:39][cH:40][cH:41]2)[c:42]2[cH:43][cH:44][cH:45][cH:46][cH:47]2)[cH:48][c:49](-[c:51]2[cH:52][cH:53][cH:54][cH:55][cH:56]2)[cH:50]1.[Cl-:75].[Cl:77][CH2:78][Cl:79].[K+:6].[NH4+:76].[O:57]1[CH2:58][CH2:59][O:60][CH2:61][CH2:62][O:63][CH2:64][CH2:65][O:66][CH2:67][CH2:68][O:69][CH2:70][CH2:71][O:72][CH2:73][CH2:74]1.[n:7]1([CH2:12][C:13](=[O:14])[c:15]2[s:16][cH:17][cH:18][n:19]2)[cH:8][n:9][cH:10][cH:11]1>>[n:7]1([CH2:12][C:13]([c:15]2[s:16][cH:17][cH:18][n:19]2)=[CH:28][c:27]2[cH:26][c:25]([C:23]([O:22][CH3:21])=[O:24])[cH:50][c:49](-[c:51]3[cH:52][cH:53][cH:54][cH:55][cH:56]3)[cH:48]2)[cH:8][n:9][cH:10][cH:11]1. Starting materials: ClC1=NC=NC(=C1)C1=CC=C(C=C1)C(F)(F)F (4-chloro-6-(4-trifluoromethyl-phenyl)-pyrimidine), NC1=C(C=CC=C1)O (2-aminophenol), [H-].[Na+] (sodium hydride). Run in O (H2O), CN(C)C=O (DMF). Run at temperature 50 celsius. Product: FC(C1=CC=C(C=C1)C1=CC(=NC=N1)OC1=C(C=CC=C1)N)(F)F (2-[6-(4-Trifluoromethyl-phenyl)-pyrimidin-4-yloxy]-phenylamine). As a reaction SMILES: Cl[C:2]1[CH:7]=[C:6]([C:8]2[CH:13]=[CH:12][C:11]([C:14]([F:17])([F:16])[F:15])=[CH:10][CH:9]=2)[N:5]=[CH:4][N:3]=1.[NH2:18][C:19]1[CH:24]=[CH:23][CH:22]=[CH:21][C:20]=1[OH:25].[H-].[Na+]>CN(C=O)C.O>[F:15][C:14]([F:17])([F:16])[C:11]1[CH:12]=[CH:13][C:8]([C:6]2[N:5]=[CH:4][N:3]=[C:2]([O:25][C:20]3[CH:21]=[CH:22][CH:23]=[CH:24][C:19]=3[NH2:18])[CH:7]=2)=[CH:9][CH:10]=1 |f:2.3|. Reported procedure: To a mixture of 4-chloro-6-(4-trifluoromethyl-phenyl)-pyrimidine, (Example 2(a), Method A), (0.52 g, 2.0 mmol) and 2-aminophenol (0.26 g, 2.4 mmol, Aldrich) in DMF (10 mL) was added sodium hydride (0.09 g, 2.2 mmol, 60% dispersion in mineral oil, Aldrich). The mixture was heated at 50° C. for 2 h, allowed to cool to room temperature and diluted with H2O. The resulting solid was filtered, washed with H2O and dried in vacuum at room temperature for 20 h to afford the title compound as a white powd...